From a dataset of the Open Reaction Database (ORD), a public repository of structured organic reaction records. describe an organic reaction: reactants, conditions, products, and yield The reactants are ClC=1C=C(C=CC1OCC=O)NC(COC1=C(C=C(C=C1)C(F)(F)F)Cl)=O (N-[3-chloro-4-(2-oxo-ethoxy)-phenyl]-2-(2-chloro-4-trifluoromethyl-phenoxy)-acetamide), C(C)NC1=CC=CC=C1 (N-ethylaniline). Yields the product ClC=1C=C(C=CC1OCCN(C1=CC=CC=C1)CC)NC(COC1=C(C=C(C=C1)C(F)(F)F)Cl)=O (N-{3-chloro-4-[2-(ethyl-phenyl-amino)-ethoxy]-phenyl}-2-(2-chloro-4-trifluoromethyl-phenoxy)-acetamide). As a reaction SMILES: [Cl:1][C:2]1[CH:3]=[C:4]([NH:12][C:13](=[O:27])[CH2:14][O:15][C:16]2[CH:21]=[CH:20][C:19]([C:22]([F:25])([F:24])[F:23])=[CH:18][C:17]=2[Cl:26])[CH:5]=[CH:6][C:7]=1[O:8][CH2:9][CH:10]=O.[CH2:28]([NH:30][C:31]1[CH:36]=[CH:35][CH:34]=[CH:33][CH:32]=1)[CH3:29]>>[Cl:1][C:2]1[CH:3]=[C:4]([NH:12][C:13](=[O:27])[CH2:14][O:15][C:16]2[CH:21]=[CH:20][C:19]([C:22]([F:23])([F:24])[F:25])=[CH:18][C:17]=2[Cl:26])[CH:5]=[CH:6][C:7]=1[O:8][CH2:9][CH2:10][N:30]([CH2:28][CH3:29])[C:31]1[CH:36]=[CH:35][CH:34]=[CH:33][CH:32]=1. Procedure details: The product was obtained according to general working method V starting from 0.422 g (0.616 mmol) N-[3-chloro-4-(2-oxo-ethoxy)-phenyl]-2-(2-chloro-4-trifluoromethyl-phenoxy)-acetamide (Z3d) and 0.094 mL (0.739 mmol) N-ethylaniline.